This data is from the Open Reaction Database (ORD), a public repository of structured organic reaction records. The task is: describe an organic reaction: reactants, conditions, products, and yield Starting materials: C(C)OC1=CC=C(C2=CC=CC=C12)C=1C2=CC=CC=C2C=C2C=CC=CC12 (9-(4-ethoxynaphthalen-1-yl)anthracene), Cl.N1=CC=CC=C1 (pyridine hydrochloride), CN1C(CCC1)=O (1-methyl-2-pyrrolidone). The solvent is O (water). Run at temperature 175 celsius, time 16 hour. Yields the product C1=CC=CC2=CC3=CC=CC=C3C(=C12)C1=CC=C(C2=CC=CC=C12)O (4-(anthracen-9-yl)naphthalen-1-ol). Yield: 92.8%. Reaction SMILES: C([O:3][C:4]1[C:13]2[C:8](=[CH:9][CH:10]=[CH:11][CH:12]=2)[C:7]([C:14]2[C:15]3[C:20]([CH:21]=[C:22]4[C:27]=2[CH:26]=[CH:25][CH:24]=[CH:23]4)=[CH:19][CH:18]=[CH:17][CH:16]=3)=[CH:6][CH:5]=1)C.Cl.N1C=CC=CC=1.CN1CCCC1=O>O>[CH:16]1[C:15]2[C:20](=[CH:21][C:22]3[C:27]([C:14]=2[C:7]2[C:8]4[C:13](=[CH:12][CH:11]=[CH:10][CH:9]=4)[C:4]([OH:3])=[CH:5][CH:6]=2)=[CH:26][CH:25]=[CH:24][CH:23]=3)[CH:19]=[CH:18][CH:17]=1 |f:1.2|. Reported procedure: Under the nitrogen atmosphere, 9-(4-ethoxynaphthalen-1-yl)anthracene (87.1 g) as the fourteenth intermediate compound, pyridine hydrochloride (289.0 g) and 1-methyl-2-pyrrolidone (87 ml) were added to a flask, and stirred for 16 hours at 175° C. The reaction solution was cooled to room temperature, added with water, and washed while being heated. After suction filtration, the solid remained after dissolution was collected. The obtained solid was washed with methanol while being heated. It was th... The reactants are C(C)(C)(C)OC(=O)N1C[C@H]([C@@H](CC1)NC(=O)NC1=CC(=CC=C1)C1=NN=NN1C)CN1C[C@@H](CCC1)CC1=CC=C(C=C1)F ((3R,4R)-3-[(S)-3-(4-fluoro-benzyl)-piperidin-1-ylmethyl]-4-{3-[3-(1-methyl-1H-tetrazol-5-yl)-phenyl]-ureido}-piperidine-1-carboxylic acid t-butyl ester), FC(C(=O)O)(F)F (trifluoroacetic acid). Run in ClCCl (dichloromethane). Reaction conditions: time 3 hour. The product is FC1=CC=C(C[C@H]2CN(CCC2)C[C@@H]2CNCC[C@H]2NC(=O)NC2=CC(=CC=C2)C2=NN=NN2C)C=C1 (1-{(3S,4R)-3-[(S)-3-(4-fluoro-benzyl)-piperidin-1-ylmethyl]-piperidin-4-yl}-3-[3-(1-methyl-1H-tetrazol-5-yl)-phenyl]-urea). The yield is 55.0%. RXN SMILES: C(OC([N:8]1[CH2:13][CH2:12][C@@H:11]([NH:14][C:15]([NH:17][C:18]2[CH:23]=[CH:22][CH:21]=[C:20]([C:24]3[N:28]([CH3:29])[N:27]=[N:26][N:25]=3)[CH:19]=2)=[O:16])[C@H:10]([CH2:30][N:31]2[CH2:36][CH2:35][CH2:34][C@@H:33]([CH2:37][C:38]3[CH:43]=[CH:42][C:41]([F:44])=[CH:40][CH:39]=3)[CH2:32]2)[CH2:9]1)=O)(C)(C)C.FC(F)(F)C(O)=O>ClCCl>[F:44][C:41]1[CH:42]=[CH:43][C:38]([CH2:37][C@@H:33]2[CH2:34][CH2:35][CH2:36][N:31]([CH2:30][C@H:10]3[C@H:11]([NH:14][C:15]([NH:17][C:18]4[CH:23]=[CH:22][CH:21]=[C:20]([C:24]5[N:28]([CH3:29])[N:27]=[N:26][N:25]=5)[CH:19]=4)=[O:16])[CH2:12][CH2:13][NH:8][CH2:9]3)[CH2:32]2)=[CH:39][CH:40]=1. Procedure: In a dry flask (3R,4R)-3-[(S)-3-(4-fluoro-benzyl)-piperidin-1-ylmethyl]-4-{3-[3-(1-methyl-1H-tetrazol-5-yl)-phenyl]-ureido}-piperidine-1-carboxylic acid t-butyl ester (48 mg, 0.079 mmol) was dissolved in dichloromethane (1.5 mL), and trifluoroacetic acid (0.5 mL) was added. The reaction mixture was stirred for 3 hours. The reaction mixture was concentrated in vacuo then purified by preparative reverse-phase HPLC (10-80% acetonitrile in water with 0.05% trifluoroacetic acid) to give a white amorp... Starting materials: CC1=NC=CC=C1[N+](=O)[O-] (2-methyl-3-nitropyridine), C(C(=O)OCC)(=O)OCC (diethyl oxalate), [NH4+].[Cl-] (NH4Cl), 22-L, CC1=NC=CC=C1[N+](=O)[O-] (2-methyl-3-nitropyridine), N#N (N2), [O-]CC.[Na+] (sodium ethoxide), C8. Solvent: CC(C)O (IPA), C1CCOC1 (THF), O (water), CC#N (CH3CN), O1CCCC1 (tetrahydrofuran). Reaction conditions: temperature 2 celsius, time 20 minute. Yields the product C(C)OC(C(=CC1=NC=CC=C1[N+](=O)[O-])O)=O (2-Hydroxy-3-(3-nitro-pyridin-2-yl)-acrylic acid ethyl ester). Reaction SMILES: N#N.[O-]CC.[Na+].[C:7]([O:14][CH2:15][CH3:16])(=[O:13])[C:8]([O:10]CC)=O.[CH3:17][C:18]1[C:23]([N+:24]([O-:26])=[O:25])=[CH:22][CH:21]=[CH:20][N:19]=1.[NH4+].[Cl-]>CC(O)C.O.CC#N.C1COCC1>[CH2:15]([O:14][C:7](=[O:13])[C:8]([OH:10])=[CH:17][C:18]1[C:23]([N+:24]([O-:26])=[O:25])=[CH:22][CH:21]=[CH:20][N:19]=1)[CH3:16] |f:1.2,5.6|. Procedure details: Add tetrahydrofuran (2.7 L) to a 22-L, 3-neck flask fitted with a stirrer, temperature probe and an addition funnel fitted with a gas inlet adapter for N2, and cool to about 2° C. Add sodium ethoxide (0.409 kg, 6.02 mol, 2.0 equiv.) in one portion. One observes a slight exotherm to 2.7° C. Stir the mixture for 20 min, add diethyl oxalate (1.22 L, 9.03 mol, 3.0 equiv.) at −0.34° C. over 50 min (slightly exothermic) and then stir the mixture for 10 min. Add a solution of 2-methyl-3-nitropyridine (...